Task: describe an organic reaction: reactants, conditions, products, and yield. Dataset: the Open Reaction Database (ORD), a public repository of structured organic reaction records The reactants are O=C([O-])O, ClCCl, CCOC(C)=O, COc1cc(C=Cc2nc3n(n2)CCCC3(CO)c2cccc(F)c2)ccc1-n1cnc(C)c1, [Na+], O. The product is COc1cc(C=Cc2nc3n(n2)CCCC3(C=O)c2cccc(F)c2)ccc1-n1cnc(C)c1. Reaction SMILES: [C:42](=[O:43])([OH:44])[O-:45].[CH2:47]([Cl:48])[Cl:49].[CH3:35][CH2:36][O:37][C:38](=[O:39])[CH3:40].[F:1][c:2]1[cH:3][c:4]([C:8]2([CH2:33][OH:34])[c:9]3[n:10]([n:14][c:15]([CH:17]=[CH:18][c:19]4[cH:20][c:21]([O:31][CH3:32])[c:22](-[n:25]5[cH:26][n:27][c:28]([CH3:30])[cH:29]5)[cH:23][cH:24]4)[n:16]3)[CH2:11][CH2:12][CH2:13]2)[cH:5][cH:6][cH:7]1.[Na+:46].[OH2:41]>>[F:1][c:2]1[cH:3][c:4]([C:8]2([CH:33]=[O:34])[c:9]3[n:10]([n:14][c:15]([CH:17]=[CH:18][c:19]4[cH:20][c:21]([O:31][CH3:32])[c:22](-[n:25]5[cH:26][n:27][c:28]([CH3:30])[cH:29]5)[cH:23][cH:24]4)[n:16]3)[CH2:11][CH2:12][CH2:13]2)[cH:5][cH:6][cH:7]1.